This data is from the Open Reaction Database (ORD), a public repository of structured organic reaction records. The task is: describe an organic reaction: reactants, conditions, products, and yield The reactants are Cl.CONC (N-methoxy-N-methyl amine hydrochloride), ClC1=CC=C(C(=O)Cl)C=C1 (4-chlorobenzoyl chloride). The solvent is [OH-].[Na+] (sodium hydroxide), ClCCl (dichloromethane). Product: ClC1=CC=C(C(=O)N(OC)C)C=C1 (4-chloro-N-methyl-N-methoxybenzamide). The yield is 131.8%. As a reaction SMILES: Cl.[CH3:2][O:3][NH:4][CH3:5].[Cl:6][C:7]1[CH:15]=[CH:14][C:10]([C:11](Cl)=[O:12])=[CH:9][CH:8]=1>[OH-].[Na+].ClCCl>[Cl:6][C:7]1[CH:15]=[CH:14][C:10]([C:11]([N:4]([CH3:5])[O:3][CH3:2])=[O:12])=[CH:9][CH:8]=1 |f:0.1,3.4|. Procedure details: To a solution of 11.38 gm (116.7 mMol) N-methoxy-N-methyl amine hydrochloride in 700 mL 1N sodium hydroxide was added a solution of 18.56 gm (106.04 mMol) 4-chlorobenzoyl chloride in 200 mL dichloromethane and the mixture was stirred at ambient. After 18 hours the phases were separated and the remaining aqueous was extracted well with dichloromethane. All organic phases were combined, dried over sodium sulfate and concentrated under reduced pressure to give 27.9 gm (95%) of the title compound as...